Dataset: the Open Reaction Database (ORD), a public repository of structured organic reaction records. Task: describe an organic reaction: reactants, conditions, products, and yield Reactants: COC(=O)CC1CCCN(S(=O)(=O)c2ccc(C)cc2)c2ccccc21, CO, Cl, [Na+], [OH-]. The product is Cc1ccc(S(=O)(=O)N2CCCC(CC(=O)O)c3ccccc32)cc1. Reaction SMILES: [CH3:1][O:2][C:3](=[O:4])[CH2:5][CH:6]1[CH2:7][CH2:8][CH2:9][N:10]([S:17](=[O:18])(=[O:19])[c:20]2[cH:21][cH:22][c:23]([CH3:26])[cH:24][cH:25]2)[c:11]2[c:12]1[cH:13][cH:14][cH:15][cH:16]2.[CH3:30][OH:31].[ClH:29].[Na+:28].[OH-:27]>>[O:2]=[C:3]([OH:4])[CH2:5][CH:6]1[CH2:7][CH2:8][CH2:9][N:10]([S:17](=[O:18])(=[O:19])[c:20]2[cH:21][cH:22][c:23]([CH3:26])[cH:24][cH:25]2)[c:11]2[c:12]1[cH:13][cH:14][cH:15][cH:16]2. The reactants are C(CCC)[Sn](\C=C/OCC)(CCCC)CCCC (tributyl-((Z)-2-ethoxy-vinyl)-stannane), BrC=1C(=NC(=NC1)Cl)NC(CC)CC ((5-bromo-2-chloro-pyrimidin-4-yl)-(1-ethyl-propyl)-amine). The reagents and catalysts are [N+](CC)(CC)(CC)CC.[Cl-] (Et4NCl), Cl[Pd]([P](C1=CC=CC=C1)(C2=CC=CC=C2)C3=CC=CC=C3)([P](C4=CC=CC=C4)(C5=CC=CC=C5)C6=CC=CC=C6)Cl (Pd(PPh3)2Cl2). The solvent is CC#N (CH3CN). Run at temperature 100 celsius. Yields the product ClC1=NC=C(C(=N1)NC(CC)CC)\C=C/OCC ([2-Chloro-5-((Z)-2-ethoxy-vinyl)-pyrimidin-4-yl]-(1-ethyl-propyl)-amine). RXN SMILES: C([Sn](CCCC)(CCCC)/[CH:6]=[CH:7]\[O:8][CH2:9][CH3:10])CCC.Br[C:20]1[C:21]([NH:27][CH:28]([CH2:31][CH3:32])[CH2:29][CH3:30])=[N:22][C:23]([Cl:26])=[N:24][CH:25]=1>CC#N.[N+](CC)(CC)(CC)CC.[Cl-].Cl[Pd](Cl)([P](C1C=CC=CC=1)(C1C=CC=CC=1)C1C=CC=CC=1)[P](C1C=CC=CC=1)(C1C=CC=CC=1)C1C=CC=CC=1>[Cl:26][C:23]1[N:22]=[C:21]([NH:27][CH:28]([CH2:31][CH3:32])[CH2:29][CH3:30])[C:20](/[CH:6]=[CH:7]\[O:8][CH2:9][CH3:10])=[CH:25][N:24]=1 |f:3.4,^1:48,67|. Reported procedure: To a solution of tributyl-((Z)-2-ethoxy-vinyl)-stannane (4.25 g, 8.8 mmol) in CH3CN (10 mL) is added (5-bromo-2-chloro-pyrimidin-4-yl)-(1-ethyl-propyl)-amine (2.25 g, 8 mmol), Et4NCl (1.33 g, 8 mmol) and Pd(PPh3)2Cl2 (280 mg, 0.4 mmol) at ambient temperature. The reaction mixture is purged with N2, sealed in a microwave reactor and heated at 100° C. for 20 min. After cooling to room temperature, the mixture is concentrated in vacuo and the residue is purified by flash chromatography (SiO2, EtOAc... Reactants: C=CCOP(=O)(OCC=C)OCc1cc(F)ccc1C(=O)OCc1ccc(OC)cc1, COc1ccccc1, O=C(O)C(F)(F)F. Product: C=CCOP(=O)(OCC=C)OCc1cc(F)ccc1C(=O)O. Reaction SMILES: [CH2:1]([CH:2]=[CH2:3])[O:4][P:5](=[O:6])([O:7][CH2:8][CH:9]=[CH2:10])[O:11][CH2:12][c:13]1[c:14]([C:15](=[O:16])[O:17][CH2:18][c:19]2[cH:20][cH:21][c:22]([O:23][CH3:24])[cH:25][cH:26]2)[cH:27][cH:28][c:29]([F:31])[cH:30]1.[CH3:32][O:33][c:34]1[cH:35][cH:36][cH:37][cH:38][cH:39]1.[OH:40][C:41]([C:42]([F:43])([F:44])[F:45])=[O:46]>>[CH2:1]([CH:2]=[CH2:3])[O:4][P:5](=[O:6])([O:7][CH2:8][CH:9]=[CH2:10])[O:11][CH2:12][c:13]1[c:14]([C:15](=[O:16])[OH:17])[cH:27][cH:28][c:29]([F:31])[cH:30]1. Starting materials: [BH4-], CO, NCCc1cccnc1, [Na+], O, O=Cc1ccncc1. The product is c1cncc(CCNCc2ccncc2)c1. Reaction SMILES: [BH4-:20].[CH3:18][OH:19].[NH2:9][CH2:10][CH2:11][c:12]1[cH:13][n:14][cH:15][cH:16][cH:17]1.[Na+:21].[OH2:22].[n:1]1[cH:2][cH:3][c:4]([CH:7]=[O:8])[cH:5][cH:6]1>>[n:1]1[cH:2][cH:3][c:4]([CH2:7][NH:9][CH2:10][CH2:11][c:12]2[cH:13][n:14][cH:15][cH:16][cH:17]2)[cH:5][cH:6]1. Starting materials: C(C)(C)(C)OC(NC1(COC(OC1)(C)C)CCC1=CC(=C(C=C1)OCCCC1=CC2=C(OC(O2)(F)F)C=C1)C(F)(F)F)=O ([5-(2-{4-[3-(2,2-difluoro-1,3-benzodioxol-5-yl)propoxy]-3-trifluoromethylphenyl}ethyl)-2,2-dimethyl-1,3-dioxan-5-yl]carbamic acid t-butyl ester), Cl (hydrochloric acid). The solvent is C(C)O (ethanol). Reaction conditions: temperature 80 celsius, time 1.5 hour. The product is Cl.NC(CO)(CO)CCC1=CC(=C(C=C1)OCCCC1=CC2=C(OC(O2)(F)F)C=C1)C(F)(F)F (2-amino-2-(2-{4-[3-(2,2-difluoro-1,3-benzodioxol-5-yl)propoxy]-3-trifluoromethylphenyl}ethyl)propane-1,3-diol hydrochloride). RXN SMILES: C(OC(=O)[NH:7][C:8]1([CH2:16][CH2:17][C:18]2[CH:23]=[CH:22][C:21]([O:24][CH2:25][CH2:26][CH2:27][C:28]3[CH:38]=[CH:37][C:31]4[O:32][C:33]([F:36])([F:35])[O:34][C:30]=4[CH:29]=3)=[C:20]([C:39]([F:42])([F:41])[F:40])[CH:19]=2)[CH2:13][O:12]C(C)(C)[O:10][CH2:9]1)(C)(C)C.[ClH:44]>C(O)C>[ClH:44].[NH2:7][C:8]([CH2:16][CH2:17][C:18]1[CH:23]=[CH:22][C:21]([O:24][CH2:25][CH2:26][CH2:27][C:28]2[CH:38]=[CH:37][C:31]3[O:32][C:33]([F:35])([F:36])[O:34][C:30]=3[CH:29]=2)=[C:20]([C:39]([F:42])([F:41])[F:40])[CH:19]=1)([CH2:13][OH:12])[CH2:9][OH:10] |f:3.4|. Reported procedure: Compound 87-4 (870 mg) was dissolved in ethanol (15 ml), concentrated hydrochloric acid (1.5 ml) was added, and the mixture was stirred at 80° C. for 1.5 hr. The reaction mixture was concentrated, and the residue was washed with diethyl ether to give the object product (510 mg) as a white powder. Reactants: C=1C=CC2=C(C1)N=NN2O (HOBT), CCN(C(C)C)C(C)C (DIPEA), C1(=CC=CC=C1)C=1C=CC(=NC1)NC(CC(=O)O)=O (N-(5-phenyl-pyridin-2-yl)-malonamic acid), Cl.N1(CCNCC1)C(=O)C1=CC(=C(C(=C1)F)F)F (piperazin-1-yl-(3,4,5-trifluoro-phenyl)-methanone hydrochloride), CCN=C=NCCCN(C)C (EDCI). The solvent is O (water), CN(C)C=O (DMF). Conditions: time 2 minute. Product: O=C(CC(=O)NC1=NC=C(C=C1)C1=CC=CC=C1)N1CCN(CC1)C(C1=CC(=C(C(=C1)F)F)F)=O (3-oxo-N-(5-phenyl-pyridin-2-yl)-3-[4-(3,4,5-trifluoro-benzoyl)-piperazin-1-yl]-propionamide). The yield is 15.1%. RXN SMILES: CCN(C(C)C)C(C)C.[C:10]1([C:16]2[CH:17]=[CH:18][C:19]([NH:22][C:23](=[O:28])[CH2:24][C:25]([OH:27])=O)=[N:20][CH:21]=2)[CH:15]=[CH:14][CH:13]=[CH:12][CH:11]=1.CCN=C=NCCCN(C)C.C1C=CC2N(O)N=NC=2C=1.Cl.[N:51]1([C:57]([C:59]2[CH:64]=[C:63]([F:65])[C:62]([F:66])=[C:61]([F:67])[CH:60]=2)=[O:58])[CH2:56][CH2:55][NH:54][CH2:53][CH2:52]1>CN(C=O)C.O>[O:27]=[C:25]([N:54]1[CH2:55][CH2:56][N:51]([C:57](=[O:58])[C:59]2[CH:64]=[C:63]([F:65])[C:62]([F:66])=[C:61]([F:67])[CH:60]=2)[CH2:52][CH2:53]1)[CH2:24][C:23]([NH:22][C:19]1[CH:18]=[CH:17][C:16]([C:10]2[CH:11]=[CH:12][CH:13]=[CH:14][CH:15]=2)=[CH:21][N:20]=1)=[O:28] |f:4.5|. Procedure: DIPEA (453 mg, 3.51 mmol) was added to N-(5-phenyl-pyridin-2-yl)-malonamic acid (300 mg, 1.17 mmol), which was prepared following the synthetic route described in method II, in DMF (3 mL) followed by EDCI (336 mg, 1.75 mmol) and HOBT (189 mg, 1.4 mmol). After 2 minutes, piperazin-1-yl-(3,4,5-trifluoro-phenyl)-methanone hydrochloride (328 mg, 1.17 mmol) was added and stirring was continued at room temperature overnight. Cold water was then added and extracted with ethyl acetate. The organic layer... The reactants are CN1CCC2(CC1)SC1C(NC(=O)Cc3ccccc3)C(=O)N1C2C(=O)OCc1ccccc1, CCO. Yields the product CN1CCC2(CC1)SC1C(NC(=O)Cc3ccccc3)C(=O)N1C2C(=O)O. As a reaction SMILES: [CH3:1][N:2]1[CH2:3][CH2:4][C:5]2([S:6][CH:7]3[N:8]([CH:9]2[C:10](=[O:11])[O:12][CH2:13][c:14]2[cH:15][cH:16][cH:17][cH:18][cH:19]2)[C:20](=[O:32])[CH:21]3[NH:22][C:23]([CH2:24][c:25]2[cH:26][cH:27][cH:28][cH:29][cH:30]2)=[O:31])[CH2:33][CH2:34]1.[CH3:35][CH2:36][OH:37]>>[CH3:1][N:2]1[CH2:3][CH2:4][C:5]2([S:6][CH:7]3[N:8]([CH:9]2[C:10](=[O:11])[OH:12])[C:20](=[O:32])[CH:21]3[NH:22][C:23]([CH2:24][c:25]2[cH:26][cH:27][cH:28][cH:29][cH:30]2)=[O:31])[CH2:33][CH2:34]1.